This data is from the Open Reaction Database (ORD), a public repository of structured organic reaction records. The task is: describe an organic reaction: reactants, conditions, products, and yield Starting materials: C[Si](C)(C)Cl, OCCO, O=C1CC(c2ccccc2)NC(c2ccccc2)C1. Product: c1ccc(C2CC3(CC(c4ccccc4)N2)OCCO3)cc1. Reaction SMILES: [Cl:20][Si:21]([CH3:22])([CH3:23])[CH3:24].[OH:25][CH2:26][CH2:27][OH:28].[c:1]1([CH:7]2[NH:8][CH:9]([c:14]3[cH:15][cH:16][cH:17][cH:18][cH:19]3)[CH2:10][C:11](=[O:13])[CH2:12]2)[cH:2][cH:3][cH:4][cH:5][cH:6]1>>[c:1]1([CH:7]2[NH:8][CH:9]([c:14]3[cH:15][cH:16][cH:17][cH:18][cH:19]3)[CH2:10][C:11]3([CH2:12]2)[O:13][CH2:27][CH2:26][O:25]3)[cH:2][cH:3][cH:4][cH:5][cH:6]1. Reactants: COc1ccc(-c2nc(COc3ccc(F)c(C(N)=O)c3F)sc2Br)cc1, Cl, N#C[Cu], c1ccncc1. The product is COc1ccc(-c2nc(COc3ccc(F)c(C(N)=O)c3F)sc2C#N)cc1. As a reaction SMILES: [Br:1][c:2]1[c:3](-[c:20]2[cH:21][cH:22][c:23]([O:26][CH3:27])[cH:24][cH:25]2)[n:4][c:5]([CH2:7][O:8][c:9]2[c:10]([F:19])[c:11]([C:12](=[O:13])[NH2:14])[c:15]([F:18])[cH:16][cH:17]2)[s:6]1.[ClH:31].[Cu:28][C:29]#[N:30].[cH:32]1[cH:33][cH:34][n:35][cH:36][cH:37]1>>[c:2]1([C:29]#[N:30])[c:3](-[c:20]2[cH:21][cH:22][c:23]([O:26][CH3:27])[cH:24][cH:25]2)[n:4][c:5]([CH2:7][O:8][c:9]2[c:10]([F:19])[c:11]([C:12](=[O:13])[NH2:14])[c:15]([F:18])[cH:16][cH:17]2)[s:6]1. The reactants are BrC=1C=CC2=C(CCO[C@H]2CCO)C1 (2-((1S)-6-bromo-3,4-dihydro-1H-2-benzopyran-1-yl)ethanol), O1C(NCC1)=O (1,3-oxazolidin-2-one), [C@@H]1([C@@H](CCCC1)N)N (trans-1,2-cyclohexanediamine), C([O-])([O-])=O.[K+].[K+] (potassium carbonate), N (Ammonia). Reagents/catalysts: [Cu]I (copper(I) iodide). The solvent is O1CCOCC1 (dioxan). Product: OCC[C@@H]1OCCC2=C1C=CC(=C2)N2C(OCC2)=O (3-[(1S)-1-(2-Hydroxyethyl)-3,4-dihydro-1H-2-benzopyran-6-yl]-1,3-oxazolidin-2-one). RXN SMILES: Br[C:2]1[CH:3]=[CH:4][C:5]2[C@H:10]([CH2:11][CH2:12][OH:13])[O:9][CH2:8][CH2:7][C:6]=2[CH:14]=1.[O:15]1[CH2:19][CH2:18][NH:17][C:16]1=[O:20].[C@@H]1(N)CCCC[C@H]1N.C(=O)([O-])[O-].[K+].[K+].N>O1CCOCC1.[Cu]I>[OH:13][CH2:12][CH2:11][C@H:10]1[C:5]2[CH:4]=[CH:3][C:2]([N:17]3[CH2:18][CH2:19][O:15][C:16]3=[O:20])=[CH:14][C:6]=2[CH2:7][CH2:8][O:9]1 |f:3.4.5|. Procedure details: To a stirred solution of 2-((1S)-6-bromo-3,4-dihydro-1H-2-benzopyran-1-yl)ethanol (0.815 g, 3.17 mmol) in dry dioxan (5 mL) was added 1,3-oxazolidin-2-one (0.26 g, 2.95 mmol), trans-1,2-cyclohexanediamine (0.05 mL, 0.42 mmol), copper(I) iodide (0.040 g, 0.21 mmol) and potassium carbonate (1.02 g, 7.36 mmol), and the mixture heated at reflux under nitrogen overnight. 2M Ammonia was added and the mixture extracted into dichloromethane. The combined organic extracts were dried (MgSO4), filtered and... Procedure: Compound 11 is prepared using a procedure analogous to the procedure of Example 5 for the preparation of Compound 7, except that glutamic acid is used instead of N-(5-amino-1-carboxypentyl)iminodiacetic acid. RXN SMILES: [N:1]([CH2:10][C:11]([OH:13])=[O:12])([CH2:6][C:7]([OH:9])=[O:8])[CH2:2][C:3]([OH:5])=[O:4].[NH2:14][C@H:15](C(O)=O)[CH2:16][CH2:17][C:18](O)=O>>[NH2:14][CH2:15][CH2:16][CH2:17][CH2:18][CH:10]([N:1]([CH2:2][C:3]([OH:5])=[O:4])[CH2:6][C:7]([OH:9])=[O:8])[C:11]([OH:13])=[O:12]. Reactants: N(CC(=O)O)(CC(=O)O)CC(=O)O (nitrilotriacetic acid), N[C@@H](CCC(=O)O)C(=O)O (glutamic acid). Product: NCCCCC(C(=O)O)N(CC(=O)O)CC(=O)O (N-(5-amino-1-carboxypentyl)Iminodiacetic Acid). Reactants: CO, CC(C)OC1CCC(NC(=O)OCc2ccccc2)C(CS(=O)(=O)C(C)C)C1, [H][H]. Product: CC(C)OC1CCC(N)C(CS(=O)(=O)C(C)C)C1. Reaction SMILES: [CH3:31][OH:32].[CH:1]([CH3:2])([CH3:3])[O:4][CH:5]1[CH2:6][CH:7]([CH2:22][S:23](=[O:24])(=[O:25])[CH:26]([CH3:27])[CH3:28])[CH:8]([NH:11][C:12](=[O:13])[O:14][CH2:15][c:16]2[cH:17][cH:18][cH:19][cH:20][cH:21]2)[CH2:9][CH2:10]1.[H:29][H:30]>>[CH:1]([CH3:2])([CH3:3])[O:4][CH:5]1[CH2:6][CH:7]([CH2:22][S:23](=[O:24])(=[O:25])[CH:26]([CH3:27])[CH3:28])[CH:8]([NH2:11])[CH2:9][CH2:10]1.